Dataset: the Open Reaction Database (ORD), a public repository of structured organic reaction records. Task: describe an organic reaction: reactants, conditions, products, and yield Yields the product O=S1(CCC(CC1)C1=C(C=C(C=C1)N1C(O[C@H](C1)CNC(=O)OCOC(=O)C1CCCCC1)=O)F)=O ((S)-cyclohexanecarboxylic acid 3-[4-(1,1-dioxo-hexahydro-1λ6-thiopyran-4-yl)-3-fluoro-phenyl]-2-oxo-oxazolidin-5-ylmethylcarbamoyloxymethyl ester). Reaction SMILES: C([N:4]([CH2:14][C@@H:15]1[O:19][C:18](=[O:20])[N:17]([C:21]2[CH:26]=[CH:25][C:24]([CH:27]3[CH2:32][CH2:31][S:30](=[O:34])(=[O:33])[CH2:29][CH2:28]3)=[C:23]([F:35])[CH:22]=2)[CH2:16]1)[C:5]([O:7][CH2:8][O:9][C:10](=[O:13])[CH2:11][CH3:12])=[O:6])(=O)C>ClCCl.C(Cl)(=O)[O-]>[O:33]=[S:30]1(=[O:34])[CH2:31][CH2:32][CH:27]([C:24]2[CH:25]=[CH:26][C:21]([N:17]3[CH2:16][C@H:15]([CH2:14][NH:4][C:5]([O:7][CH2:8][O:9][C:10]([CH:11]4[CH2:23][CH2:22][CH2:21][CH2:26][CH2:12]4)=[O:13])=[O:6])[O:19][C:18]3=[O:20])=[CH:22][C:23]=2[F:35])[CH2:28][CH2:29]1. The reactants are C(C)(=O)N(C(=O)OCOC(CC)=O)C[C@H]1CN(C(O1)=O)C1=CC(=C(C=C1)C1CCS(CC1)(=O)=O)F ((R)-propionic acid (acetyl-{3-[4-(1,1-dioxo-hexahydro-1λ6-thiopyran-4-yl)-3-fluoro-phenyl]-2-oxo-oxazolidin-5-ylmethyl}-carbamoyloxy)-methyl ester). Procedure: Following general procedure C, (S)-5-aminomethyl-3-[4-(1,1-dioxo-hexahydro-1λ6-thiopyran-4-yl)-3-fluoro-phenyl]-oxazolidin-2-one (2) (589.0 mg, 1.72 mmol) in dichloromethane (14 mL) and cyclohexanecarbonoylmethyl carbonochloridate (7j) gave the titled product in 80% yield (722.9 mg, 1.37 mmol). 1H NMR (400 MHz, CDCl3): δ 7.48 (dd, 1H), 7.23 (t, 1H), 7.16 (dd, 1H), 5.72 (q, 2H), 5.29 (t, 1H), 4.76-4.82 (m, 1H), 4.05 (t, 1H), 3.78 (dd, 1H), 3.64-3.70 (m, 1H 3.57 (dt, 1H), 3.13-3.19 (m, 4H), 3.09 (... Isolated yield 80.0%. Solvent: ClCCl (dichloromethane), C([O-])(=O)Cl (carbonochloridate). Starting materials: BrC1=NC=CC=C1OC1=CC=C(C=N1)N (6-(2-bromopyridine-3-yloxy)pyridine-3-amine), N1C=C(C2=CC=CC=C12)C(=O)O (indole-3-carboxylic acid), C1CCC(CC1)N=C=NC2CCCCC2 (DCC). Run in CN(C)C=O (DMF). Run at temperature 60 celsius, time 8 hour. Yields the product BrC1=NC=CC=C1OC1=CC=C(C=N1)NC(=O)C1=CNC2=CC=CC=C12 (1H-indole-3-carboxylic acid[6-(2-bromo-pyridine-3-yloxy)-pyridine-3-yl]-amide). Isolated yield 19.7%. RXN SMILES: [Br:1][C:2]1[C:7]([O:8][C:9]2[N:14]=[CH:13][C:12]([NH2:15])=[CH:11][CH:10]=2)=[CH:6][CH:5]=[CH:4][N:3]=1.[NH:16]1[C:24]2[C:19](=[CH:20][CH:21]=[CH:22][CH:23]=2)[C:18]([C:25](O)=[O:26])=[CH:17]1.C1CCC(N=C=NC2CCCCC2)CC1>CN(C=O)C>[Br:1][C:2]1[C:7]([O:8][C:9]2[N:14]=[CH:13][C:12]([NH:15][C:25]([C:18]3[C:19]4[C:24](=[CH:23][CH:22]=[CH:21][CH:20]=4)[NH:16][CH:17]=3)=[O:26])=[CH:11][CH:10]=2)=[CH:6][CH:5]=[CH:4][N:3]=1. Reported procedure: The 6-(2-bromopyridine-3-yloxy)pyridine-3-amine (200 ml, 1.24 mmol) and indole-3-carboxylic acid (200 mg, 1.24 mmol) were dissolved in DMF (5 ml), DCC (280 mg, 1.37 mmol) was added to the solution, and then the mixture was stirred at 60° C. for 8 hours. After the reaction was completed, the product was washed and filtered to yield a target compound as a white solid (100 mg, 20%) by chromatography (methanol:dichloromethane=1:30). Reaction SMILES: [NH:1]([C:14]([O:16][CH2:17][CH:18]1[C:30]2[C:25](=[CH:26][CH:27]=[CH:28][CH:29]=2)[C:24]2[C:19]1=[CH:20][CH:21]=[CH:22][CH:23]=2)=[O:15])[C@H:2]([C:11]([OH:13])=[O:12])[CH2:3][C:4](=[O:10])[O:5]C(C)(C)C.[OH:31][CH:32]1[O:48][C@H:47]([CH2:49][OH:50])[C@@H:37]([O:38][CH2:39][C:40]2[CH:46]=[CH:45][C:43]([CH3:44])=[CH:42][CH:41]=2)[C@H:35]([OH:36])[C@@H:33]1[OH:34].C(O)(C(F)(F)F)=O>C(Cl)Cl>[NH:1]([C:14]([O:16][CH2:17][CH:18]1[C:30]2[C:25](=[CH:26][CH:27]=[CH:28][CH:29]=2)[C:24]2[C:19]1=[CH:20][CH:21]=[CH:22][CH:23]=2)=[O:15])[C@H:2]([C:11]([OH:13])=[O:12])[CH2:3][C:4](=[O:5])[OH:10].[OH:31][CH:32]1[O:48][C@H:47]([CH2:49][OH:50])[C@@H:37]([O:38][CH2:39][C:40]2[CH:46]=[CH:45][C:43]([CH3:44])=[CH:42][CH:41]=2)[C@H:35]([OH:36])[C@@H:33]1[OH:34] |f:0.1,4.5|. Starting materials: N([C@@H](CC(OC(C)(C)C)=O)C(=O)O)C(=O)OCC1C2=CC=CC=C2C2=CC=CC=C12.OC1[C@@H](O)[C@@H](O)[C@H](OCC2=CC=C(C)C=C2)[C@H](O1)CO (Fmoc-Asp(O-tBu) Man(4-MBzl)), C(=O)(C(F)(F)F)O (TFA). The yield is 69.3%. Procedure details: A mixture of Fmoc-Asp(O-tBu)-Man(4-MBzl) (3.5 g) and 50% TFA in methylene chloride (50 mL) was stirred at room temperature for 45 min. The solvent was evaporated and the product was precipitated by the addition of ether. The solid was collected and air dried to yield a white solid (2.23 g, 70%). mp 155°-156° C. Yields the product N([C@@H](CC(O)=O)C(=O)O)C(=O)OCC1C2=CC=CC=C2C2=CC=CC=C12.OC1[C@@H](O)[C@@H](O)[C@H](OCC2=CC=C(C)C=C2)[C@H](O1)CO (Fmoc-Asp Man(4-MBzl)). The solvent is C(Cl)Cl (methylene chloride). Run at time 45 minute. Reaction SMILES: [CH2:35]1[O:36][CH2:37][CH2:38][CH2:39]1.[CH3:11][Si:12]([N-:13][Si:14]([CH3:15])([CH3:16])[CH3:17])([CH3:18])[CH3:19].[Cl:21][c:22]1[n:23]([CH3:34])[c:24](=[O:33])[c:25]([F:32])[cH:26][c:27]1[C:28](=[O:29])[O:30][CH3:31].[F:1][c:2]1[c:3]([NH2:4])[cH:5][cH:6][c:7]([S:9][CH3:10])[cH:8]1.[Li+:20]>>[F:1][c:2]1[c:3]([NH:4][c:22]2[n:23]([CH3:34])[c:24](=[O:33])[c:25]([F:32])[cH:26][c:27]2[C:28](=[O:29])[O:30][CH3:31])[cH:5][cH:6][c:7]([S:9][CH3:10])[cH:8]1. The reactants are C1CCOC1, C[Si](C)(C)[N-][Si](C)(C)C, COC(=O)c1cc(F)c(=O)n(C)c1Cl, CSc1ccc(N)c(F)c1, [Li+]. Product: COC(=O)c1cc(F)c(=O)n(C)c1Nc1ccc(SC)cc1F. Reactants: CCOC(=O)c1cnc2ccc(-c3cnc4ccccc4c3)cc2c1Nc1ccc(N2CCN(C(=O)CC)CC2)c(C(F)(F)F)c1, C1CCOC1, CO, Cl, [Na+], [OH-], O. Product: CCC(=O)N1CCN(c2ccc(Nc3c(C(=O)O)cnc4ccc(-c5cnc6ccccc6c5)cc34)cc2C(F)(F)F)CC1. Reaction SMILES: [C:1]([CH2:2][CH3:3])(=[O:4])[N:5]1[CH2:6][CH2:7][N:8]([c:11]2[c:12]([C:43]([F:44])([F:45])[F:46])[cH:13][c:14]([NH:17][c:18]3[c:19]([C:38](=[O:39])[O:40][CH2:41][CH3:42])[cH:20][n:21][c:22]4[cH:23][cH:24][c:25](-[c:28]5[cH:29][n:30][c:31]6[cH:32][cH:33][cH:34][cH:35][c:36]6[cH:37]5)[cH:26][c:27]34)[cH:15][cH:16]2)[CH2:9][CH2:10]1.[CH2:50]1[O:51][CH2:52][CH2:53][CH2:54]1.[CH3:55][OH:56].[ClH:49].[Na+:48].[OH-:47].[OH2:57]>>[C:1]([CH2:2][CH3:3])(=[O:4])[N:5]1[CH2:6][CH2:7][N:8]([c:11]2[c:12]([C:43]([F:44])([F:45])[F:46])[cH:13][c:14]([NH:17][c:18]3[c:19]([C:38](=[O:39])[OH:40])[cH:20][n:21][c:22]4[cH:23][cH:24][c:25](-[c:28]5[cH:29][n:30][c:31]6[cH:32][cH:33][cH:34][cH:35][c:36]6[cH:37]5)[cH:26][c:27]34)[cH:15][cH:16]2)[CH2:9][CH2:10]1.